This data is from the Open Reaction Database (ORD), a public repository of structured organic reaction records. The task is: describe an organic reaction: reactants, conditions, products, and yield Yields the product COCCCc1sc(-c2ccccc2)nc1C(=O)O. As a reaction SMILES: [CH2:25]1[O:26][CH2:27][CH2:28][CH2:29]1.[CH3:1][O:2][CH2:3][CH2:4][CH2:5][c:6]1[c:7]([C:17](=[O:18])[O:19][CH2:20][CH3:21])[n:8][c:9](-[c:11]2[cH:12][cH:13][cH:14][cH:15][cH:16]2)[s:10]1.[CH3:30][OH:31].[ClH:24].[Li+:23].[OH-:22].[OH2:32]>>[CH3:1][O:2][CH2:3][CH2:4][CH2:5][c:6]1[c:7]([C:17](=[O:18])[OH:19])[n:8][c:9](-[c:11]2[cH:12][cH:13][cH:14][cH:15][cH:16]2)[s:10]1. Reactants: C1CCOC1, CCOC(=O)c1nc(-c2ccccc2)sc1CCCOC, CO, Cl, [Li+], [OH-], O. Reactants: COC([C@H](CC1=CC(=CC=C1)OC(C)(C)C(=O)O)OC)=O ((2S)-3-[3-(1-carboxy-1-methyl-ethoxy)-phenyl]-2-methoxy-propionic acid methyl ester), ClC=1C=C(C=CC1)CCN (2-(3-chloro-phenyl)-ethylamine), C(C)O[C@H](C(=O)O)CC1=CC=C(C=C1)O[C@H](C)C(NCCC1=CC=C(C=C1)OC1=CC=CC=C1)=O ((2S,1R)-2-ethoxy-3-(4-{1-[2-(4-phenoxy-phenyl)-ethylcarbamoyl]-ethoxy}-phenyl)-propionic acid). Product: ClC=1C=C(C=CC1)CCNC(=O)C(C)(OC=1C=C(C=CC1)C[C@@H](C(=O)O)OC)C ((2S)-3-(3-{1-[2-(3-chloro-phenyl)-ethylcarbamoyl]-1-methyl-ethoxy}-phenyl)-2-methoxy-propionic acid). RXN SMILES: C[O:2][C:3](=[O:21])[C@@H:4]([O:19][CH3:20])[CH2:5][C:6]1[CH:11]=[CH:10][CH:9]=[C:8]([O:12][C:13]([C:16]([OH:18])=O)([CH3:15])[CH3:14])[CH:7]=1.[Cl:22][C:23]1[CH:24]=[C:25]([CH2:29][CH2:30][NH2:31])[CH:26]=[CH:27][CH:28]=1.C(O[C@@H](CC1C=CC(O[C@@H](C(=O)NCCC2C=CC(OC3C=CC=CC=3)=CC=2)C)=CC=1)C(O)=O)C>>[Cl:22][C:23]1[CH:24]=[C:25]([CH2:29][CH2:30][NH:31][C:16]([C:13]([CH3:14])([O:12][C:8]2[CH:7]=[C:6]([CH2:5][C@H:4]([O:19][CH3:20])[C:3]([OH:2])=[O:21])[CH:11]=[CH:10][CH:9]=2)[CH3:15])=[O:18])[CH:26]=[CH:27][CH:28]=1. Procedure details: The title compound was prepared from (2S)-3-[3-(1-carboxy-1-methyl-ethoxy)-phenyl]-2-methoxy-propionic acid methyl ester (EXAMPLE 56, step 2) and 2-(3-chloro-phenyl)-ethylamine via the same procedure used for the preparation of (2S,1R)-2-ethoxy-3-(4-{1-[2-(4-phenoxy-phenyl)-ethylcarbamoyl]-ethoxy}-phenyl)-propionic acid (Example 1, step 3) to produce a colorless oil. MS (ES) for C22H29ClNO5 [M−H]−: 418. Reactants: C(C)(=O)OC(CCC1SCC(N1CCCCCCC(=O)OC)=O)CCCCC (methyl 7-[2-(3-acetyloxyoctyl)-4-oxo-3-thiazolidinyl]heptanoate), O1C(CCCC1)CCC1SCC(N1CCCCCCC(=O)OC)=O (methyl 7-{2-[2-(tetrahydro-2H-pyran-2-yl)ethyl]-4-oxo-3-thiazolidinyl}heptanoate). The product is O1C(CCCC1)CCC1SCC(N1CCCCCCC(=O)O)=O (7-{2-[2-(Tetrahydro-2H-pyran-2-yl)-ethyl]-4-oxo-3-thiazolidinyl}heptanoic Acid). Reaction SMILES: C([O:4][CH:5]([CH2:24][CH2:25][CH2:26][CH2:27]C)[CH2:6][CH2:7][CH:8]1[N:12]([CH2:13][CH2:14][CH2:15][CH2:16][CH2:17][CH2:18][C:19]([O:21]C)=[O:20])[C:11](=[O:23])[CH2:10][S:9]1)(=O)C.O1CCCCC1CCC1N(CCCCCCC(OC)=O)C(=O)CS1>>[O:4]1[CH2:27][CH2:26][CH2:25][CH2:24][CH:5]1[CH2:6][CH2:7][CH:8]1[N:12]([CH2:13][CH2:14][CH2:15][CH2:16][CH2:17][CH2:18][C:19]([OH:21])=[O:20])[C:11](=[O:23])[CH2:10][S:9]1. Procedure details: This compound is prepared essentially by the method as described in Example 1, Step B, except that the methyl 7-[2-(3-acetyloxyoctyl)-4-oxo-3-thiazolidinyl]heptanoate is replaced by methyl 7-{2-[2-(tetrahydro-2H-pyran-2-yl)ethyl]-4-oxo-3-thiazolidinyl}heptanoate. After chromatographic purification on silica gel, the title compound is obtained as a viscous, pale yellow oil. The reactants are S(=O)(=O)([O-])S(=O)(=O)[O-].[Na+].[Na+] (sodium dithionate), C([O-])([O-])=O.[K+].[K+] (potassium carbonate), C(C1=CC=CC=C1)OC1=CC=C2C(=C(C=NC2=C1)[N+](=O)[O-])NCC1OC(OC1)(C)C ((7-benzyloxy-3-nitro-quinolin-4-yl)[(2,2-dimethyl[1,3]dioxolan-4-yl)methyl]amine). Run at time 8 hour. Reagents/catalysts: CC[N+]1=CC=C(C=C1)C2=CC=[N+](C=C2)CC.[Br-].[Br-] (ethyl viologen dibromide). Product: C(C1=CC=CC=C1)OC1=CC=C2C(=C(C=NC2=C1)N)NCC1OC(OC1)(C)C (7-benzyloxy-N4-[(2,2-dimethyl[1,3]dioxolan-4-yl)methyl]quinoline-3,4-diamine). Isolated yield 100.0%. Reaction SMILES: S(S([O-])(=O)=O)([O-])(=O)=O.[Na+].[Na+].C(=O)([O-])[O-].[K+].[K+].[CH2:17]([O:24][C:25]1[CH:34]=[C:33]2[C:28]([C:29]([NH:38][CH2:39][CH:40]3[CH2:44][O:43][C:42]([CH3:46])([CH3:45])[O:41]3)=[C:30]([N+:35]([O-])=O)[CH:31]=[N:32]2)=[CH:27][CH:26]=1)[C:18]1[CH:23]=[CH:22][CH:21]=[CH:20][CH:19]=1>O.ClCCl.CC[N+]1C=CC(C2C=C[N+](CC)=CC=2)=CC=1.[Br-].[Br-]>[CH2:17]([O:24][C:25]1[CH:34]=[C:33]2[C:28]([C:29]([NH:38][CH2:39][CH:40]3[CH2:44][O:43][C:42]([CH3:46])([CH3:45])[O:41]3)=[C:30]([NH2:35])[CH:31]=[N:32]2)=[CH:27][CH:26]=1)[C:18]1[CH:19]=[CH:20][CH:21]=[CH:22][CH:23]=1 |f:0.1.2,3.4.5,9.10.11|. Solvent: O (water), O (water), ClCCl (dichloromethane), O (water). Procedure details: A solution of sodium dithionate (85% pure, 135.07 g, 659.42 mmol) and potassium carbonate (101.27 g, 732.73 mmol) in water (450 mL) was added dropwise to a mechanically stirred mixture of ethyl viologen dibromide (1.1 g, 2.93 mmol) and (7-benzyloxy-3-nitro-quinolin-4-yl)[(2,2-dimethyl[1,3]dioxolan-4-yl)methyl]amine (60.0 g, 146.54 mmol) in dichloromethane (500 mL) and water (50 mL). The reaction mixture was stirred at ambient temperature overnight and then diluted with water (600 mL) and stirred...